From a dataset of the Open Reaction Database (ORD), a public repository of structured organic reaction records. describe an organic reaction: reactants, conditions, products, and yield Reactants: CN(C)c1nc2cc(NC(=O)OC(C)(C)C)ccn2n1, ClCCl, Cl. Product: CN(C)c1nc2cc(N)ccn2n1. Reaction SMILES: [CH3:1][N:2]([c:3]1[n:4][n:5]2[c:6]([cH:7][c:8]([NH:11][C:12](=[O:13])[O:14][C:15]([CH3:16])([CH3:17])[CH3:18])[cH:9][cH:10]2)[n:19]1)[CH3:20].[Cl:22][CH2:23][Cl:24].[ClH:21]>>[CH3:1][N:2]([c:3]1[n:4][n:5]2[c:6]([cH:7][c:8]([NH2:11])[cH:9][cH:10]2)[n:19]1)[CH3:20]. Reactants: COc1ccc(O)cc1, [I-], [K+], O=N[O-], N#Cc1ccc(N)cc1C#N, NC(N)=O, [Na+], O, O=S(=O)(O)O. Product: N#Cc1ccc(I)cc1C#N. As a reaction SMILES: [CH3:27][O:28][c:29]1[cH:30][cH:31][c:32]([OH:33])[cH:34][cH:35]1.[I-:26].[K+:25].[N:17]([O-:18])=[O:19].[NH2:1][c:2]1[cH:3][c:4]([C:10]#[N:11])[c:5]([C:6]#[N:7])[cH:8][cH:9]1.[NH2:21][C:22](=[O:23])[NH2:24].[Na+:20].[OH2:36].[S:12](=[O:13])(=[O:14])([OH:15])[OH:16]>>[c:2]1([I:26])[cH:3][c:4]([C:10]#[N:11])[c:5]([C:6]#[N:7])[cH:8][cH:9]1. Reactants: CO (methanol), C1=C(C=CC2=CC=CC=C12)C=1SC2=C(C1C(=O)C1=CC=C(C=C1)OCCN1CCCCC1)C=CC(=C2)OC ([2-(2-Naphthyl)-6-methoxybenzothien-3-yl][4-[2-(1-piperdinyl)ethoxy]phenyl]methanone), C(C)S (ethanethiol), [Cl-].[Al+3].[Cl-].[Cl-] (aluminum chloride). Solvent: C(Cl)Cl (methylene chloride), C(Cl)Cl (methylene chloride). The product is C1=C(C=CC2=CC=CC=C12)C=1SC2=C(C1C(=O)C1=CC=C(C=C1)OCCN1CCCCC1)C=CC(=C2)O ([2-(2-Naphthyl)-6-hydroxybenzothien-3-yl][4-[2-(1-piperdinyl)ethoxy]phenyl]methanone). Isolated yield 98.1%. As a reaction SMILES: [CH:1]1[C:10]2[C:5](=[CH:6][CH:7]=[CH:8][CH:9]=2)[CH:4]=[CH:3][C:2]=1[C:11]1[S:12][C:13]2[CH:36]=[C:35]([O:37]C)[CH:34]=[CH:33][C:14]=2[C:15]=1[C:16]([C:18]1[CH:23]=[CH:22][C:21]([O:24][CH2:25][CH2:26][N:27]2[CH2:32][CH2:31][CH2:30][CH2:29][CH2:28]2)=[CH:20][CH:19]=1)=[O:17].C(S)C.[Cl-].[Al+3].[Cl-].[Cl-].CO>C(Cl)Cl>[CH:1]1[C:10]2[C:5](=[CH:6][CH:7]=[CH:8][CH:9]=2)[CH:4]=[CH:3][C:2]=1[C:11]1[S:12][C:13]2[CH:36]=[C:35]([OH:37])[CH:34]=[CH:33][C:14]=2[C:15]=1[C:16]([C:18]1[CH:19]=[CH:20][C:21]([O:24][CH2:25][CH2:26][N:27]2[CH2:28][CH2:29][CH2:30][CH2:31][CH2:32]2)=[CH:22][CH:23]=1)=[O:17] |f:2.3.4.5|. Reported procedure: By the method described in Example 2, the product of Example 3 (1.35 g, 2.59 mmol), ethanethiol (0.56 mL, 7.69 mmol), and aluminum chloride (2.07 g, 15.52 mmol) were reacted in anhydrous methylene chloride (50 mL) to give, after chromatography (silica gel, 5% methanol in methylene chloride) 1.29 g (98%) of the title product as a yellow foam; 1H NMR (300 MHz, CDCl3) δ1.46 (m, 2H), 1.66 (M, 4H), 2.58 (m, 4H), 2.77 (t, J=5.5 Hz, 2H), 4.04 (t, J=5.5 Hz, 2H), 6.54 (d, J=8.9 Hz, 2H), 6.75 (dd, J=2.2 H... Reactants: COC(C[C@@H]1COC2=C1C=CC(=C2)O[C@@H]2CCC1=C(C(=CC=C21)C(F)(F)F)Br)=O ({(S)-6-[(R)-4-bromo-5-trifluoromethyl-indan-1-yloxy]-2,3-dihydro-benzofuran-3-yl}-acetic acid methyl ester), [Cl-].FC1=C(C[Zn+])C=CC=C1 (2-fluoro-benzylzinc chloride), Intermediate 1. The reagents and catalysts are C(C)(C)C1=C(C(=CC=C1)C(C)C)N1C(N(C=C1)C1=C(C=CC=C1C(C)C)C(C)C)=[Pd-3](C1=NC=CC=C1Cl)(Cl)Cl ([1,3-bis(2,6-diisopropylphenyl)imidazol-2-ylidene]-(3-chloropyridyl)-palladium(II) dichloride). Product: COC(C[C@@H]1COC2=C1C=CC(=C2)O[C@@H]2CCC1=C(C(=CC=C21)C(F)(F)F)CC2=C(C=CC=C2)F)=O ({(S)-6-[(R)-4-(2-Fluoro-benzyl)-5-trifluoromethyl-indan-1-yloxy]-2,3-dihydro-benzofuran-3-yl}-acetic acid methyl ester). As a reaction SMILES: [CH3:1][O:2][C:3](=[O:29])[CH2:4][C@H:5]1[C:9]2[CH:10]=[CH:11][C:12]([O:14][C@H:15]3[C:23]4[C:18](=[C:19](Br)[C:20]([C:24]([F:27])([F:26])[F:25])=[CH:21][CH:22]=4)[CH2:17][CH2:16]3)=[CH:13][C:8]=2[O:7][CH2:6]1.[Cl-].[F:31][C:32]1[CH:39]=[CH:38][CH:37]=[CH:36][C:33]=1[CH2:34][Zn+]>C(C1C=CC=C(C(C)C)C=1N1C=CN(C2C(C(C)C)=CC=CC=2C(C)C)C1=[Pd-3](Cl)(Cl)C1C(Cl)=CC=CN=1)(C)C>[CH3:1][O:2][C:3](=[O:29])[CH2:4][C@H:5]1[C:9]2[CH:10]=[CH:11][C:12]([O:14][C@H:15]3[C:23]4[C:18](=[C:19]([CH2:34][C:33]5[CH:36]=[CH:37][CH:38]=[CH:39][C:32]=5[F:31])[C:20]([C:24]([F:27])([F:26])[F:25])=[CH:21][CH:22]=4)[CH2:17][CH2:16]3)=[CH:13][C:8]=2[O:7][CH2:6]1 |f:1.2|. Reported procedure: The title compound is prepared from {(S)-6-[(R)-4-bromo-5-trifluoromethyl-indan-1-yloxy]-2,3-dihydro-benzofuran-3-yl}-acetic acid methyl ester and 2-fluoro-benzylzinc chloride following a procedure analogous to that described in Step 6 of Intermediate 1; [1,3-bis(2,6-diisopropylphenyl)imidazol-2-ylidene]-(3-chloropyridyl)-palladium(II) dichloride (Pd-PEPPSI-IPr) is used as catalyst. LC (method 6): tR=1.29 min; Mass spectrum (ESI+): m/z=501 [M+H]+. Reactants: OCC(CO)OCc1ccccc1, CCOC(COc1cccc(Cl)c1)OCC. Yields the product Clc1cccc(OCC2OCC(OCc3ccccc3)CO2)c1. As a reaction SMILES: [CH2:17]([c:18]1[cH:19][cH:20][cH:21][cH:22][cH:23]1)[O:24][CH:25]([CH2:26][OH:27])[CH2:28][OH:29].[CH2:1]([CH3:2])[O:3][CH:4]([CH2:5][O:6][c:7]1[cH:8][c:9]([Cl:13])[cH:10][cH:11][cH:12]1)[O:14][CH2:15][CH3:16]>>[CH2:1]1[O:3][CH:4]([CH2:5][O:6][c:7]2[cH:8][c:9]([Cl:13])[cH:10][cH:11][cH:12]2)[O:14][CH2:15][CH:16]1[O:24][CH2:17][c:18]1[cH:19][cH:20][cH:21][cH:22][cH:23]1.